The task is: describe an organic reaction: reactants, conditions, products, and yield. This data is from the Open Reaction Database (ORD), a public repository of structured organic reaction records. Starting materials: C1(CC1)C=O (Cyclopropanecarboxaldehyde), C12(CC3CC(CC(C1)C3)C2)COC2=CC(=C(C(=O)NS(=O)(=O)N3CCC3)C=C2I)F (4-(adamantan-1-ylmethoxy)-N-(azetidin-1-ylsulfonyl)-2-fluoro-5-iodobenzamide), [Cl-].[Li+].C(C)(C)[Mg]Cl (isopropylmagnesium chloride lithium chloride), [Cl-].[Li+].C(C)(C)[Mg]Cl (isopropylmagnesium chloride lithium chloride). The solvent is O1CCCC1 (tetrahydrofuran). Conditions: temperature 0 celsius, time 1 hour. The product is C12(CC3CC(CC(C1)C3)C2)COC2=CC(=C(C(=O)NS(=O)(=O)N3CCC3)C=C2C(O)C2CC2)F (4-(adamantan-1-ylmethoxy)-N-(azetidin-1-ylsulfonyl)-5-(cyclopropyl(hydroxy)-methyl)-2-fluorobenzamide). Yield: 8.0%. As a reaction SMILES: [C:1]12([CH2:11][O:12][C:13]3[C:28](I)=[CH:27][C:16]([C:17]([NH:19][S:20]([N:23]4[CH2:26][CH2:25][CH2:24]4)(=[O:22])=[O:21])=[O:18])=[C:15]([F:30])[CH:14]=3)[CH2:10][CH:5]3[CH2:6][CH:7]([CH2:9][CH:3]([CH2:4]3)[CH2:2]1)[CH2:8]2.[Cl-].[Li+].C([Mg]Cl)(C)C.[CH:38]1([CH:41]=[O:42])[CH2:40][CH2:39]1>O1CCCC1>[C:1]12([CH2:11][O:12][C:13]3[C:28]([CH:41]([CH:38]4[CH2:40][CH2:39]4)[OH:42])=[CH:27][C:16]([C:17]([NH:19][S:20]([N:23]4[CH2:26][CH2:25][CH2:24]4)(=[O:22])=[O:21])=[O:18])=[C:15]([F:30])[CH:14]=3)[CH2:10][CH:5]3[CH2:6][CH:7]([CH2:9][CH:3]([CH2:4]3)[CH2:2]1)[CH2:8]2 |f:1.2.3|. Procedure: To a mixture of 4-(adamantan-1-ylmethoxy)-N-(azetidin-1-ylsulfonyl)-2-fluoro-5-iodobenzamide (0.20 g, 0.36 mmol) in anhydrous tetrahydrofuran (5 mL) was added isopropylmagnesium chloride lithium chloride complex (1.3 M solution in tetrahydrofuran, 0.69 mL, 0.90 mmol) at −40° C. After 1 hour at −40° C., additional isopropylmagnesium chloride lithium chloride complex (1.3 M solution in tetrahydrofuran, 0.28 mL, 0.36 mmol) was added, the reaction mixture warmed to 0° C., and stirred for 1 hour. Cyc... The reactants are B, C1CCOC1, O=C1CC=C2c3c1c1cnccc1n3C1=C(CCCC1)CN2Cl. Yields the product ClN1CC2=C(CCCC2)n2c3c(c4cnccc42)CCC=C31. As a reaction SMILES: [BH3:1].[CH2:25]1[O:26][CH2:27][CH2:28][CH2:29]1.[Cl:2][N:3]1[C:4]2=[CH:19][CH2:18][C:17](=[O:20])[c:16]3[c:5]2[n:6]([c:14]2[c:15]3[cH:21][n:22][cH:23][cH:24]2)[C:7]2=[C:8]([CH2:9]1)[CH2:10][CH2:11][CH2:12][CH2:13]2>>[Cl:2][N:3]1[C:4]2=[CH:19][CH2:18][CH2:17][c:16]3[c:5]2[n:6]([c:14]2[c:15]3[cH:21][n:22][cH:23][cH:24]2)[C:7]2=[C:8]([CH2:9]1)[CH2:10][CH2:11][CH2:12][CH2:13]2. The reactants are CCN=C=O, CCN(CC)C(=O)N1CC2CCC1CN2C, CCOCC, CN1CC2CCC1CN2, Cl, Cl, Cl, Cl, Cl. The product is CCNC(=O)N1CC2CCC1CN2C. As a reaction SMILES: [CH2:12]([N:13]=[C:14]=[O:15])[CH3:16].[CH2:19]([CH3:20])[N:21]([C:22](=[O:23])[N:24]1[CH:25]2[CH2:26][N:27]([CH3:32])[CH:28]([CH2:29]1)[CH2:30][CH2:31]2)[CH2:33][CH3:34].[CH3:36][CH2:37][O:38][CH2:39][CH3:40].[CH3:3][N:4]1[CH2:5][CH:6]2[CH2:7][CH2:8][CH:9]1[CH2:10][NH:11]2.[ClH:17].[ClH:18].[ClH:1].[ClH:2].[ClH:35]>>[CH2:19]([CH3:20])[NH:21][C:22](=[O:23])[N:24]1[CH:25]2[CH2:26][N:27]([CH3:32])[CH:28]([CH2:29]1)[CH2:30][CH2:31]2. Starting materials: ClCCCBr, CN(C)C=O, N#CC(C#N)Cc1ccc(C(F)(F)F)cc1, [H-], [Na+]. Yields the product N#CC(C#N)(CCCCl)Cc1ccc(C(F)(F)F)cc1. Reaction SMILES: [Br:19][CH2:20][CH2:21][CH2:22][Cl:23].[CH3:24][N:25]([CH3:26])[CH:27]=[O:28].[F:1][C:2]([c:3]1[cH:4][cH:5][c:6]([CH2:7][CH:8]([C:9]#[N:10])[C:11]#[N:12])[cH:13][cH:14]1)([F:15])[F:16].[H-:17].[Na+:18]>>[F:1][C:2]([c:3]1[cH:4][cH:5][c:6]([CH2:7][C:8]([C:9]#[N:10])([C:11]#[N:12])[CH2:20][CH2:21][CH2:22][Cl:23])[cH:13][cH:14]1)([F:15])[F:16]. Reactants: FC1=C(C=C(C=C1)CS(=O)(=O)[O-])OC1=CC=CC=C1.[Na+] (sodium (4-fluoro-3-phenoxyphenyl)methanesulfonate), P(Cl)(Cl)(Cl)(Cl)Cl (phosphorous pentachloride), ice water. Product: FC1=C(C=C(C=C1)CS(=O)(=O)Cl)OC1=CC=CC=C1 ((4-fluoro-3-phenoxyphenyl)methanesulfonyl chloride). Reaction SMILES: [F:1][C:2]1[CH:7]=[CH:6][C:5]([CH2:8][S:9]([O-])(=[O:11])=[O:10])=[CH:4][C:3]=1[O:13][C:14]1[CH:19]=[CH:18][CH:17]=[CH:16][CH:15]=1.[Na+].P(Cl)(Cl)(Cl)(Cl)[Cl:22]>>[F:1][C:2]1[CH:7]=[CH:6][C:5]([CH2:8][S:9]([Cl:22])(=[O:11])=[O:10])=[CH:4][C:3]=1[O:13][C:14]1[CH:19]=[CH:18][CH:17]=[CH:16][CH:15]=1 |f:0.1|. Procedure details: The sodium sulfonate obtained in step 1 is mixed with phosphorous pentachloride at room temperature for two days. An ice-water mixture is added and the aqueous solution is extracted with methylene chloride. The organic extract is washed with water, dried over anhydrous sodium sulfate, and concentrated in vacuo to obtain (4-fluoro-3-phenoxyphenyl)methanesulfonyl chloride as a syrup (2.05 g). Starting materials: C(C)(=O)O[C@H]1[C@@H](OC=2C=NC=C(C2)Br)SC[C@H]([C@@H]1OC(C)=O)OC(C)=O (5-bromo-3-pyridinyl 2,3,4-tri-O-acetyl-5-thio-α-D-xylo-pyranoside), O1CCOCC1 (dioxane), [I-].[Na+] (sodium iodide), CN[C@H]1[C@@H](CCCC1)NC ((1R,2R)—N,N′-dimethyl-1,2-cyclohexanediamine). Reagents/catalysts: [Cu]I (copper(I) iodide). Solvent: O (water), C(C)(=O)OCC (ethyl acetate). Run at temperature 130 celsius. Product: C(C)(=O)O[C@H]1[C@H](OC=2C=NC=C(C2)I)SC[C@H]([C@@H]1OC(C)=O)OC(C)=O (5-iodo-3-pyridinyl 2,3,4-tri-O-acetyl-5-thio-β-D-xylopyranoside). Yield: 85.0%. RXN SMILES: [C:1]([O:4][C@@H:5]1[C@@H:18]([O:19][C:20](=[O:22])[CH3:21])[C@H:17]([O:23][C:24](=[O:26])[CH3:25])[CH2:16][S:15][C@@H:6]1[O:7][C:8]1[CH:9]=[N:10][CH:11]=[C:12](Br)[CH:13]=1)(=[O:3])[CH3:2].O1CCOCC1.[I-:33].[Na+].CN[C@@H]1CCCC[C@H]1NC>[Cu]I.C(OCC)(=O)C.O>[C:1]([O:4][C@@H:5]1[C@@H:18]([O:19][C:20](=[O:22])[CH3:21])[C@H:17]([O:23][C:24](=[O:26])[CH3:25])[CH2:16][S:15][C@H:6]1[O:7][C:8]1[CH:9]=[N:10][CH:11]=[C:12]([I:33])[CH:13]=1)(=[O:3])[CH3:2] |f:2.3|. Procedure: 1.34 g (3 mM) of 5-bromo-3-pyridinyl 2,3,4-tri-O-acetyl-5-thio-α-D-xylo-pyranoside, 10 ml of dioxane, 0.057 g (0.3 mM) of copper(I) iodide, 0.899 g (6 mM) of sodium iodide and 0.085 g (0.6 mM) of (1R,2R)—N,N′-dimethyl-1,2-cyclohexanediamine are mixed under an argon atmosphere in a reactor adapted for microwaves and the mixture is heated for 3 h 30 min at 130° C. 100 ml of water are added to the cooled reaction mixture and extraction is then carried out with ethyl acetate. The organic phase is wa...